Dataset: the Open Reaction Database (ORD), a public repository of structured organic reaction records. Task: describe an organic reaction: reactants, conditions, products, and yield Starting materials: CCOC(=O)c1c(C2(c3cccc(Cl)c3)SCCCS2)csc1N, CC(=O)O, O=C1OC(=O)c2ccccc21. Yields the product CCOC(=O)c1c(C2(c3cccc(Cl)c3)SCCCS2)csc1N1C(=O)c2ccccc2C1=O. Reaction SMILES: [CH2:1]([CH3:2])[O:3][C:4](=[O:5])[c:6]1[c:7]([NH2:24])[s:8][cH:9][c:10]1[C:11]1([c:17]2[cH:18][c:19]([Cl:23])[cH:20][cH:21][cH:22]2)[S:12][CH2:13][CH2:14][CH2:15][S:16]1.[CH3:36][C:37](=[O:38])[OH:39].[O:25]=[C:26]1[O:27][C:28](=[O:29])[c:30]2[cH:31][cH:32][cH:33][cH:34][c:35]21>>[CH2:1]([CH3:2])[O:3][C:4](=[O:5])[c:6]1[c:7]([N:24]2[C:26](=[O:25])[c:35]3[c:30]([cH:31][cH:32][cH:33][cH:34]3)[C:28]2=[O:27])[s:8][cH:9][c:10]1[C:11]1([c:17]2[cH:18][c:19]([Cl:23])[cH:20][cH:21][cH:22]2)[S:12][CH2:13][CH2:14][CH2:15][S:16]1. Starting materials: FC(C=1C=C(CNC(=O)C2=CC(=NC=C2)C2=C(C=CC(=C2)N2CCCCC2)NC(=O)C=2C=C(CSCCC(=O)O)C=CC2)C=CC1)(F)F (3-(3-((2-(4-((3-(trifluoromethyl)benzyl)carbamoyl)pyridin-2-yl)-4-(piperidin-1-yl)phenyl)carbamoyl)benzylthio)propanoic acid), C(C)(C)N(CC)C(C)C (diisopropylethylamine), NCCOCCOCCOCCOCCOCCOCCOCCO (23-amino-3,6,9,12,15,18,21-heptaoxatricosan-1-ol), CCN=C=NCCCN(C)C (EDCI), C=1C=CC2=C(C1)N=NN2O (HOBt). The solvent is CN(C)C=O (DMF). Product: OCCOCCOCCOCCOCCOCCOCCOCCNC(CCSCC=1C=C(C(=O)NC2=C(C=C(C=C2)N2CCCCC2)C=2C=C(C(=O)NCC3=CC(=CC=C3)C(F)(F)F)C=CN2)C=CC1)=O (2-(2-(3-(29-Hydroxy-5-oxo-9,12,15,18,21,24,27-heptaoxa-2-thia-6-azanonacosyl)benzamido)-5-(piperidin-1-yl)phenyl)-N-(3-(trifluoromethyl)benzyl)isonicotinamide). The yield is 6.8%. RXN SMILES: [F:1][C:2]([F:48])([F:47])[C:3]1[CH:4]=[C:5]([CH:44]=[CH:45][CH:46]=1)[CH2:6][NH:7][C:8]([C:10]1[CH:15]=[CH:14][N:13]=[C:12]([C:16]2[CH:21]=[C:20]([N:22]3[CH2:27][CH2:26][CH2:25][CH2:24][CH2:23]3)[CH:19]=[CH:18][C:17]=2[NH:28][C:29]([C:31]2[CH:32]=[C:33]([CH:41]=[CH:42][CH:43]=2)[CH2:34][S:35][CH2:36][CH2:37][C:38]([OH:40])=O)=[O:30])[CH:11]=1)=[O:9].C(N(C(C)C)CC)(C)C.[NH2:58][CH2:59][CH2:60][O:61][CH2:62][CH2:63][O:64][CH2:65][CH2:66][O:67][CH2:68][CH2:69][O:70][CH2:71][CH2:72][O:73][CH2:74][CH2:75][O:76][CH2:77][CH2:78][O:79][CH2:80][CH2:81][OH:82].CCN=C=NCCCN(C)C.C1C=CC2N(O)N=NC=2C=1>CN(C=O)C>[OH:82][CH2:81][CH2:80][O:79][CH2:78][CH2:77][O:76][CH2:75][CH2:74][O:73][CH2:72][CH2:71][O:70][CH2:69][CH2:68][O:67][CH2:66][CH2:65][O:64][CH2:63][CH2:62][O:61][CH2:60][CH2:59][NH:58][C:38](=[O:40])[CH2:37][CH2:36][S:35][CH2:34][C:33]1[CH:32]=[C:31]([CH:43]=[CH:42][CH:41]=1)[C:29]([NH:28][C:17]1[CH:18]=[CH:19][C:20]([N:22]2[CH2:27][CH2:26][CH2:25][CH2:24][CH2:23]2)=[CH:21][C:16]=1[C:12]1[CH:11]=[C:10]([CH:15]=[CH:14][N:13]=1)[C:8]([NH:7][CH2:6][C:5]1[CH:44]=[CH:45][CH:46]=[C:3]([C:2]([F:1])([F:48])[F:47])[CH:4]=1)=[O:9])=[O:30]. Reported procedure: A solution of 50 mg of 3-(3-((2-(4-((3-(trifluoromethyl)benzyl)carbamoyl)pyridin-2-yl)-4-(piperidin-1-yl)phenyl)carbamoyl)benzylthio)propanoic acid 1.1, 57 mg of diisopropylethylamine, 27 mg of 23-amino-3,6,9,12,15,18,21-heptaoxatricosan-1-ol, 18 mg of EDCI, and 19 mg of HOBt in 2 mL of DMF was stirred for 24 h. The product was isolated by reverse phase HPLC eluting with 0.05% TFA in a water/acetonitrile gradient to give 5.1 mg of product. MS (ES, m/z): 1028 [M+H]+ Reactants: ClCC(=O)Cl (chloroacetyl chloride), CC(C)(C)NC(=O)C1CCNCC1 (N-(1,1-dimethylethyl)-4-piperidinecarboxamide), C([O-])([O-])=O.[K+].[K+] (potassium carbonate). The solvent is ClCCl (dichloromethane), ClCCl (dichloromethane). Conditions: temperature 2.5 celsius, time 30 minute. The product is ClCC(=O)N1CCC(CC1)C(=O)NC(C)(C)C (1-(2-chloroacetyl)-N-(1,1-dimethylethyl)-4-piperidinecarboxamide). Isolated yield 71.1%. RXN SMILES: [CH3:1][C:2]([NH:5][C:6]([CH:8]1[CH2:13][CH2:12][NH:11][CH2:10][CH2:9]1)=[O:7])([CH3:4])[CH3:3].[Cl:14][CH2:15][C:16](Cl)=[O:17].C(=O)([O-])[O-].[K+].[K+]>ClCCl>[Cl:14][CH2:15][C:16]([N:11]1[CH2:10][CH2:9][CH:8]([C:6]([NH:5][C:2]([CH3:1])([CH3:3])[CH3:4])=[O:7])[CH2:13][CH2:12]1)=[O:17] |f:2.3.4|. Procedure: A solution of N-(1,1-dimethylethyl)-4-piperidinecarboxamide (201 g, 1.0 mol) in dichloromethane (1 L) was cooled under nitrogen to −5° C., and chloroacetyl chloride (124 g, 1.1 mol) in 300 mL of dichloromethane was added dropwise over 30 minutes while maintaining the reaction mixture at 0 to 5° C. Then 20% aqueous potassium carbonate solution (450 g, 0.65 mol) was added dropwise over 30 minutes while keeping reaction temperature between 0 and 5° C. The reaction mixture was stirred for an additio... The reactants are [Br-], CS(C)=O, Cc1ccc(S(=O)(=O)OCC(C)(C)c2cc(C)nnc2Cl)cc1, [Li+]. Product: Cc1cc(C(C)(C)CBr)c(Cl)nn1. As a reaction SMILES: [Br-:25].[CH3:26][S:27]([CH3:28])=[O:29].[Cl:1][c:2]1[n:3][n:4][c:5]([CH3:23])[cH:6][c:7]1[C:8]([CH3:9])([CH2:10][O:11][S:12]([c:13]1[cH:14][cH:15][c:16]([CH3:17])[cH:18][cH:19]1)(=[O:20])=[O:21])[CH3:22].[Li+:24]>>[Cl:1][c:2]1[n:3][n:4][c:5]([CH3:23])[cH:6][c:7]1[C:8]([CH3:9])([CH2:10][Br:25])[CH3:22]. Reactants: C1(=CC=CC=C1)C1(CNCCC1)C1=CC=CC=C1 (3,3-diphenylpiperidine), O=C1N(CCCC1(C1=CC=CC=C1)C1=CC=CC=C1)CC(=O)O (2-(2-oxo-3,3-diphenylpiperidin-1-yl)acetic acid), Cl.C(C)N=C=NCCCN(C)C (N1-((ethylimino)methylene)-N3,N3-dimethylpropane-1,3-diamine hydrochloride). The reagents and catalysts are CN(C1=CC=NC=C1)C (N,N-dimethylpyridin-4-amine). Run in ClCCl (dichloromethane). Run at time 8 hour. Yields the product C1(=CC=CC=C1)C1(CN(CCC1)C(CN1C(C(CCC1)(C1=CC=CC=C1)C1=CC=CC=C1)=O)=O)C1=CC=CC=C1 (1-[2-(3,3-diphenylpiperidin-1-yl)-2-oxoethyl]-3,3-diphenylpiperidin-2-one). RXN SMILES: [C:1]1([C:7]2([C:13]3[CH:18]=[CH:17][CH:16]=[CH:15][CH:14]=3)[CH2:12][CH2:11][CH2:10][NH:9][CH2:8]2)[CH:6]=[CH:5][CH:4]=[CH:3][CH:2]=1.[O:19]=[C:20]1[C:25]([C:32]2[CH:37]=[CH:36][CH:35]=[CH:34][CH:33]=2)([C:26]2[CH:31]=[CH:30][CH:29]=[CH:28][CH:27]=2)[CH2:24][CH2:23][CH2:22][N:21]1[CH2:38][C:39](O)=[O:40].Cl.C(N=C=NCCCN(C)C)C>ClCCl.CN(C)C1C=CN=CC=1>[C:1]1([C:7]2([C:13]3[CH:18]=[CH:17][CH:16]=[CH:15][CH:14]=3)[CH2:12][CH2:11][CH2:10][N:9]([C:39](=[O:40])[CH2:38][N:21]3[CH2:22][CH2:23][CH2:24][C:25]([C:32]4[CH:37]=[CH:36][CH:35]=[CH:34][CH:33]=4)([C:26]4[CH:31]=[CH:30][CH:29]=[CH:28][CH:27]=4)[C:20]3=[O:19])[CH2:8]2)[CH:2]=[CH:3][CH:4]=[CH:5][CH:6]=1 |f:2.3|. Reported procedure: To a solution of 3,3-diphenylpiperidine (Example 24A, 0.24 g, 1.00 mmol) in dichloromethane (20 mL) was added 2-(2-oxo-3,3-diphenylpiperidin-1-yl)acetic acid (Example 68E, 0.308 g, 1.00 mmol), under nitrogen. To the reaction was added N1-((ethylimino)methylene)-N3,N3-dimethylpropane-1,3-diamine hydrochloride (0.38 g, 2.00 mmol) and N,N-dimethylpyridin-4-amine (0.012 g, 0.10 mmol), and the reaction mixture was stirred overnight at room temperature. The reaction was concentrated, and the residue w... Reactants: CC(C)(C)c1ccc2c(c1)CCC(CN1CCCCC1)C2=O, C[Mg+], CCOCC, [Cl-], [I-], [NH4+]. Product: CC(C)(C)c1ccc2c(c1)CCC(CN1CCCCC1)C2(C)O. RXN SMILES: [C:1]([CH3:2])([CH3:3])([CH3:4])[c:5]1[cH:6][c:7]2[c:12]([cH:13][cH:14]1)[C:11](=[O:15])[CH:10]([CH2:16][N:17]1[CH2:18][CH2:19][CH2:20][CH2:21][CH2:22]1)[CH2:9][CH2:8]2.[CH3:24][Mg+:25].[CH3:28][CH2:29][O:30][CH2:31][CH3:32].[Cl-:26].[I-:23].[NH4+:27]>>[C:1]([CH3:2])([CH3:3])([CH3:4])[c:5]1[cH:6][c:7]2[c:12]([cH:13][cH:14]1)[C:11]([OH:15])([CH3:24])[CH:10]([CH2:16][N:17]1[CH2:18][CH2:19][CH2:20][CH2:21][CH2:22]1)[CH2:9][CH2:8]2.